Dataset: the Open Reaction Database (ORD), a public repository of structured organic reaction records. Task: describe an organic reaction: reactants, conditions, products, and yield Starting materials: C(OC1=CC=C(C=C1)S(=O)(=O)N1[C@H](C(NC2=CC=C(C=C12)F)=O)CC)([O-])=O (4-{[(2S)-2-ethyl-7-fluoro-3-oxo-3,4-dihydroquinoxalin-1 (2H)-yl]sulfonyl}phenyl carbonate), ICC (iodoethane), C(C)[C@H]1C(N(C2=CC=C(C=C2N1S(=O)(=O)C1=CC=C(C=C1)O)F)CCC)=O ((3S)-3-ethyl-6-fluoro-4-[(4-hydroxyphenyl)sulfonyl]-1-propyl-3,4-dihydroquinoxalin-2(1H)-one). The product is C(C)N1C([C@@H](N(C2=CC(=CC=C12)F)S(=O)(=O)C1=CC=C(C=C1)O)CC)=O ((3S)-1,3-diethyl-6-fluoro-4-[(4-hydroxyphenyl)sulfonyl]-3,4-dihydroquinoxalin-2(1H)-one). As a reaction SMILES: C(=O)([O-])OC1C=CC(S(N2C3C(=CC=C(F)C=3)NC(=O)[C@@H]2CC)(=O)=O)=CC=1.ICC.[CH2:31]([C@@H:33]1[N:42]([S:43]([C:46]2[CH:51]=[CH:50][C:49]([OH:52])=[CH:48][CH:47]=2)(=[O:45])=[O:44])[C:41]2[C:36](=[CH:37][CH:38]=[C:39]([F:53])[CH:40]=2)[N:35]([CH2:54][CH2:55]C)[C:34]1=[O:57])[CH3:32]>>[CH2:54]([N:35]1[C:36]2[C:41](=[CH:40][C:39]([F:53])=[CH:38][CH:37]=2)[N:42]([S:43]([C:46]2[CH:51]=[CH:50][C:49]([OH:52])=[CH:48][CH:47]=2)(=[O:45])=[O:44])[C@@H:33]([CH2:31][CH3:32])[C:34]1=[O:57])[CH3:55]. Procedure: 4-{[(2S)-2-ethyl-7-fluoro-3-oxo-3,4-dihydroquinoxalin-1 (2H)-yl]sulfonyl}phenyl carbonate (see Example 20) was treated with iodoethane according to the procedure for the preparation of (3S)-3-ethyl-6-fluoro-4-[(4-hydroxyphenyl)sulfonyl]-1-propyl-3,4-dihydroquinoxalin-2(1H)-one (see Example 20) to yield (3S)-1,3-diethyl-6-fluoro-4-[(4-hydroxyphenyl)sulfonyl]-3,4-dihydroquinoxalin-2(1H)-one. [α]D25=−7° (c=0.0077 G/ML, DMSO); MS (ESI) m/z 379 ([M+H]+); MS (ESI) m/z 377 ([M−H]−); HRMS: calcd for C18... The reactants are C(C)(=O)O.FC1=C(C=C(C=C1OCCF)OC)C(C1=NN(C(N1)=O)C1=NC=CC=N1)NC1=CC=C(C(=N)N)C=C1 (4-({[2-fluoro-3-(2-fluoro ethoxy)-5-methoxyphenyl]-(5-oxo-1-pyrimidin-2-yl-4,5-dihydro-1H-[1,2,4]triazol-3-yl)methyl}amino)benzamidine Acetate), C(C=C)C1=C(C(=CC(=C1)Br)OC)O (2-allyl-4-bromo-6-methoxy-phenol), N1C=NC=C1 (imidazole), 2g, Cl[Si](C(C)C)(C(C)C)C(C)C (chlorotriisopropylsilane), Cl (hydrochloric acid). Run in C(C)(=O)OCC (ethyl acetate), CN(C)C=O (DMF). Reaction conditions: temperature 50 celsius, time 4 hour. Yields the product C(C=C)C1=C(O[Si](C(C)C)(C(C)C)C(C)C)C(=CC(=C1)Br)OC ((2-allyl-4-bromo-6-methoxyphenoxy)triisopropylsilane). Reaction SMILES: C(O)(=O)C.FC1C(OCCF)=CC(OC)=CC=1C(NC1C=CC(C(N)=N)=CC=1)C1NC(=O)N(C2N=CC=CN=2)N=1.[CH2:41]([C:44]1[CH:49]=[C:48]([Br:50])[CH:47]=[C:46]([O:51][CH3:52])[C:45]=1[OH:53])[CH:42]=[CH2:43].N1C=CN=C1.Cl[Si:60]([CH:67]([CH3:69])[CH3:68])([CH:64]([CH3:66])[CH3:65])[CH:61]([CH3:63])[CH3:62].Cl>CN(C=O)C.C(OCC)(=O)C>[CH2:41]([C:44]1[CH:49]=[C:48]([Br:50])[CH:47]=[C:46]([O:51][CH3:52])[C:45]=1[O:53][Si:60]([CH:67]([CH3:69])[CH3:68])([CH:64]([CH3:66])[CH3:65])[CH:61]([CH3:63])[CH3:62])[CH:42]=[CH2:43] |f:0.1|. Reported procedure: After dissolving 3g of 2-allyl-4-bromo-6-methoxy-phenol [CAS No. 352019-92-2] in 10 ml of DMF, 1.3 g of imidazole and 2g of chlorotriisopropylsilane were added and the mixture was stirred at 50° C. for 4 hours. Next, 1N hydrochloric acid was added to the reaction mixture and extraction was performed with ethyl acetate. The organic layer was dried over anhydrous magnesium sulfate. The desiccating agent was filtered off, and the filtrate was concentrated under reduced pressure to give (2-allyl-4-b...